The task is: describe an organic reaction: reactants, conditions, products, and yield. This data is from the Open Reaction Database (ORD), a public repository of structured organic reaction records. As a reaction SMILES: [C:1](=[O:2])([O:3][CH2:4][c:5]1[cH:6][cH:7][cH:8][cH:9][cH:10]1)[N:11]([CH2:12][CH2:13][C:14](=[O:15])[O:16][CH:17]1[CH2:18][CH:19]2[C:20](=[O:37])[CH2:21][CH:22]3[CH:23]4[CH2:24][CH2:25][C:26](=[O:36])[C:27]4([CH3:28])[CH2:29][CH2:30][CH:31]3[C:32]2([CH3:35])[CH2:33][CH2:34]1)[CH3:38].[ClH:39].[NH2:40][OH:41]>>[C:1](=[O:2])([O:3][CH2:4][c:5]1[cH:6][cH:7][cH:8][cH:9][cH:10]1)[N:11]([CH2:12][CH2:13][C:14](=[O:15])[O:16][CH:17]1[CH2:18][CH:19]2[C:20](=[N:40][OH:41])[CH2:21][CH:22]3[CH:23]4[CH2:24][CH2:25][C:26](=[O:36])[C:27]4([CH3:28])[CH2:29][CH2:30][CH:31]3[C:32]2([CH3:35])[CH2:33][CH2:34]1)[CH3:38]. Yields the product CN(CCC(=O)OC1CCC2(C)C(C1)C(=NO)CC1C3CCC(=O)C3(C)CCC12)C(=O)OCc1ccccc1. The reactants are CN(CCC(=O)OC1CCC2(C)C(C1)C(=O)CC1C3CCC(=O)C3(C)CCC12)C(=O)OCc1ccccc1, Cl, NO. Reactants: CO, Cl, CC(C)(C)OC(=O)N1C(=O)OC(c2ccc(F)cc2)C1Cc1ccc(C(F)(F)F)cc1, [Na+], [OH-], O. The product is CC(C)(C)OC(=O)NC(Cc1ccc(C(F)(F)F)cc1)C(O)c1ccc(F)cc1. As a reaction SMILES: [CH3:34][OH:35].[ClH:36].[F:1][c:2]1[cH:3][cH:4][c:5]([CH:8]2[CH:9]([CH2:21][c:22]3[cH:23][cH:24][c:25]([C:28]([F:29])([F:30])[F:31])[cH:26][cH:27]3)[N:10]([C:14](=[O:15])[O:16][C:17]([CH3:18])([CH3:19])[CH3:20])[C:11](=[O:13])[O:12]2)[cH:6][cH:7]1.[Na+:33].[OH-:32].[OH2:37]>>[F:1][c:2]1[cH:3][cH:4][c:5]([CH:8]([CH:9]([NH:10][C:14](=[O:15])[O:16][C:17]([CH3:18])([CH3:19])[CH3:20])[CH2:21][c:22]2[cH:23][cH:24][c:25]([C:28]([F:29])([F:30])[F:31])[cH:26][cH:27]2)[OH:12])[cH:6][cH:7]1.